describe an organic reaction: reactants, conditions, products, and yield From a dataset of the Open Reaction Database (ORD), a public repository of structured organic reaction records. Reactants: COC(=O)CBr, C1CCOC1, O=C1CN(C(c2ccc(Cl)cc2)c2ccc(Cl)cc2)CCN1, [H-], [Na+]. Product: COC(=O)CN1CCN(C(c2ccc(Cl)cc2)c2ccc(Cl)cc2)CC1=O. RXN SMILES: [Br:23][CH2:24][C:25](=[O:26])[O:27][CH3:28].[CH2:31]1[O:32][CH2:33][CH2:34][CH2:35]1.[Cl:1][c:2]1[cH:3][cH:4][c:5]([CH:8]([N:9]2[CH2:10][C:11](=[O:15])[NH:12][CH2:13][CH2:14]2)[c:16]2[cH:17][cH:18][c:19]([Cl:22])[cH:20][cH:21]2)[cH:6][cH:7]1.[H-:29].[Na+:30]>>[Cl:1][c:2]1[cH:3][cH:4][c:5]([CH:8]([N:9]2[CH2:10][C:11](=[O:15])[N:12]([CH2:24][C:25](=[O:26])[O:27][CH3:28])[CH2:13][CH2:14]2)[c:16]2[cH:17][cH:18][c:19]([Cl:22])[cH:20][cH:21]2)[cH:6][cH:7]1. Procedure details: 2-(2-Bromoethyl)-benzoic acid (11.4 g, 50 mmol) is added to a solution of diazomethan in ether at 0° C. The reaction mixture is concentrated in vacuo, and the residue purified by chromatography to give the desired compound as a colourless oil. Starting materials: BrCCC1=C(C(=O)O)C=CC=C1 (2-(2-Bromoethyl)-benzoic acid), [N+](=[N-])=C (diazomethan). RXN SMILES: [Br:1][CH2:2][CH2:3][C:4]1[CH:12]=[CH:11][CH:10]=[CH:9][C:5]=1[C:6]([OH:8])=[O:7].[N+](=[CH2:15])=[N-]>CCOCC>[Br:1][CH2:2][CH2:3][C:4]1[CH:12]=[CH:11][CH:10]=[CH:9][C:5]=1[C:6]([O:8][CH3:15])=[O:7]. Solvent: CCOCC (ether). The product is BrCCC1=C(C(=O)OC)C=CC=C1 (Methyl 2-(2-bromoethyl)-benzoate). Reactants: C1(CC1)N (Cyclopropylamine), ClC=1N=C(NC1CC)C(=O)NC1C(CN(CC1)C(=O)OC(C)(C)C)=O (tert-butyl 4-{[(4-chloro-5-ethyl-1H-imidazol-2-yl)carbonyl]amino}-3-oxopiperidine-1-carboxylate), C1(CC1)N (Cyclopropylamine), C(#N)[BH3-].[Na+] (sodium cyanoborohydride), C(C)(=O)O (acetic acid). Solvent: O1CCCC1 (tetrahydrofuran). Reaction conditions: temperature 50 celsius, time 15 hour. Yields the product C(C)(C)(C)OC(=O)N1C[C@H]([C@@H](CC1)NC(=O)C=1NC(=C(N1)Cl)CC)NC1CC1.ClC=1N=C(NC1CC)C(=O)N[C@@H]1[C@@H](CN(CC1)C(=O)OC(C)(C)C)NC1CC1 (tert-Butyl cis(±)-4-{[(4-chloro-5-ethyl-1H-imidazol-2-yl)carbonyl]amino}-3-(cyclopropylamino)piperidine-1-carboxylate tert-Butyl trans(±)-4-{[(4-chloro-5-ethyl-1H-imidazol-2-yl)carbonyl]amino}-3-(cyclopropylamino)piperidine-1-carboxylate). The yield is 15.0%. Reaction SMILES: [CH:1]1([NH2:4])[CH2:3][CH2:2]1.[Cl:5][C:6]1[N:7]=[C:8]([C:13]([NH:15][CH:16]2[CH2:21][CH2:20][N:19]([C:22]([O:24][C:25]([CH3:28])([CH3:27])[CH3:26])=[O:23])[CH2:18][C:17]2=O)=[O:14])[NH:9][C:10]=1[CH2:11][CH3:12].C([BH3-])#N.[Na+].C(O)(=O)C>O1CCCC1>[C:25]([O:24][C:22]([N:19]1[CH2:18][CH2:17][C@@H:16]([NH:15][C:13]([C:8]2[NH:9][C:10]([CH2:11][CH3:12])=[C:6]([Cl:5])[N:7]=2)=[O:14])[C@H:21]([NH:4][CH:1]2[CH2:3][CH2:2]2)[CH2:20]1)=[O:23])([CH3:28])([CH3:27])[CH3:26].[Cl:5][C:6]1[N:7]=[C:8]([C:13]([NH:15][C@H:16]2[CH2:21][CH2:20][N:19]([C:22]([O:24][C:25]([CH3:26])([CH3:28])[CH3:27])=[O:23])[CH2:18][C@H:17]2[NH:4][CH:1]2[CH2:3][CH2:2]2)=[O:14])[NH:9][C:10]=1[CH2:11][CH3:12] |f:2.3,6.7|. Reported procedure: Cyclopropylamine (249 μL, 3.59 mmol) was added to a solution of tert-butyl 4-{[(4-chloro-5-ethyl-1H-imidazol-2-yl)carbonyl]amino}-3-oxopiperidine-1-carboxylate obtained in Example (201c) (190 mg, 0.512 mmol) in tetrahydrofuran (6 mL), and the mixture was heated under reflux at 50° C. for four hours. The reaction solution was concentrated under reduced pressure, and then tetrahydrofuran (3 mL) and methanol (3 mL) were added. Cyclopropylamine (71.0 μL, 0.102 mmol), sodium cyanoborohydride (97.0 mg...